This data is from the Open Reaction Database (ORD), a public repository of structured organic reaction records. The task is: describe an organic reaction: reactants, conditions, products, and yield Starting materials: CCN=C=NCCCN(C)C, CC#N, Cl, Cl, O=C(O)Cc1cc(F)cc(F)c1, C1CCC2=NCCCN2CC1, NCc1cccc2c1C(=O)N(C1CCC(=O)NC1=O)C2=O, On1nnc2ccccc21. Yields the product O=C(Cc1cc(F)cc(F)c1)NCc1cccc2c1C(=O)N(C1CCC(=O)NC1=O)C2=O. As a reaction SMILES: [CH3:57][N:58]([CH3:59])[CH2:60][CH2:61][CH2:62][N:63]=[C:64]=[N:65][CH2:66][CH3:67].[CH3:68][C:69]#[N:70].[ClH:1].[ClH:56].[F:44][c:45]1[cH:46][c:47]([CH2:52][C:53](=[O:54])[OH:55])[cH:48][c:49]([F:51])[cH:50]1.[N:23]12[CH2:24][CH2:25][CH2:26][N:27]=[C:28]1[CH2:29][CH2:30][CH2:31][CH2:32][CH2:33]2.[NH2:2][CH2:3][c:4]1[c:5]2[c:9]([cH:10][cH:11][cH:12]1)[C:8](=[O:13])[N:7]([CH:14]1[C:15](=[O:21])[NH:16][C:17](=[O:20])[CH2:18][CH2:19]1)[C:6]2=[O:22].[OH:34][n:35]1[c:36]2[cH:37][cH:38][cH:39][cH:40][c:41]2[n:42][n:43]1>>[NH:2]([CH2:3][c:4]1[c:5]2[c:9]([cH:10][cH:11][cH:12]1)[C:8](=[O:13])[N:7]([CH:14]1[C:15](=[O:21])[NH:16][C:17](=[O:20])[CH2:18][CH2:19]1)[C:6]2=[O:22])[C:53]([CH2:52][c:47]1[cH:46][c:45]([F:44])[cH:50][c:49]([F:51])[cH:48]1)=[O:54].